This data is from the Open Reaction Database (ORD), a public repository of structured organic reaction records. The task is: describe an organic reaction: reactants, conditions, products, and yield Yield: 40.0%. RXN SMILES: [C:1]1([OH:7])[CH:6]=[CH:5][CH:4]=[CH:3][CH:2]=1.[Al].[H][H].[CH3:11][S:12]SC>>[CH3:11][S:12][C:2]1[CH:3]=[CH:4][CH:5]=[CH:6][C:1]=1[OH:7]. Yields the product CSC1=C(C=CC=C1)O (Ortho-(Methylthio)-Phenol). Starting materials: C1(=CC=CC=C1)O (phenol), [Al] (aluminum), [H][H] (hydrogen), CSSC (methyldisulfide). Reported procedure: A mixture of phenol (402 grams, 4.2 moles) and toluene (60 ml) was distilled to remove all toluene thereby yielding substantially anhydrous phenol. To the phenol, aluminum turnings (7.5 grams, 0.28 moles) were slowly added at 125° to 140° C. After cessation of hydrogen evolution, methyldisulfide (250 ml, 2.8 moles) was added and the resulting mixture was refluxed overnight at about 170° C. The mixture was then further heated at 170° to 185° C. for 3 hours. All volatile materials were then remove... Run at temperature 170 celsius. Starting materials: CC(C)(C)O, Oc1ccccc1C(F)(F)F, O=C(O)C(F)(F)F, O=S(=O)(O)O. Reaction SMILES: [C:12]([CH3:13])([CH3:14])([CH3:15])[OH:16].[F:1][C:2]([c:3]1[c:4]([OH:9])[cH:5][cH:6][cH:7][cH:8]1)([F:10])[F:11].[OH:22][C:23]([C:24]([F:25])([F:26])[F:27])=[O:28].[S:17](=[O:18])(=[O:19])([OH:20])[OH:21]>>[F:1][C:2]([c:3]1[c:4]([OH:9])[cH:5][cH:6][c:7]([C:12]([CH3:13])([CH3:14])[CH3:15])[cH:8]1)([F:10])[F:11]. Yields the product CC(C)(C)c1ccc(O)c(C(F)(F)F)c1. Starting materials: O=C1CCC(=O)O1, O=C(O)CCC(=O)NCCS. The product is O=C1CCC(=O)N1CCS. Reaction SMILES: [O:1]=[C:2]1[O:3][C:4](=[O:5])[CH2:6][CH2:7]1.[SH:8][CH2:9][CH2:10][NH:11][C:12]([CH2:13][CH2:14][C:15](=[O:16])[OH:17])=[O:18]>>[SH:8][CH2:9][CH2:10][N:11]1[C:12](=[O:18])[CH2:13][CH2:14][C:15]1=[O:17]. Reactants: O=C([O-])[O-], C1COCCO1, COC(=O)c1ccc(Br)cc1C, Cc1cc(O)ccc1B1OC(C)(C)C(C)(C)O1, Cl, N#N, [Na+], [Na+], c1ccc(P(c2ccccc2)(c2ccccc2)[Pd](P(c2ccccc2)(c2ccccc2)c2ccccc2)(P(c2ccccc2)(c2ccccc2)c2ccccc2)P(c2ccccc2)(c2ccccc2)c2ccccc2)cc1. The product is COC(=O)c1ccc(-c2ccc(O)cc2C)cc1C. RXN SMILES: [C:32](=[O:33])([O-:34])[O-:35].[CH2:39]1[O:40][CH2:41][CH2:42][O:43][CH2:44]1.[CH3:18][O:19][C:20]([c:21]1[c:22]([CH3:28])[cH:23][c:24]([Br:27])[cH:25][cH:26]1)=[O:29].[CH3:1][c:2]1[cH:3][c:4]([OH:17])[cH:5][cH:6][c:7]1[B:8]1[O:9][C:10]([CH3:11])([CH3:12])[C:13]([CH3:14])([CH3:15])[O:16]1.[ClH:38].[N:30]#[N:31].[Na+:36].[Na+:37].[cH:45]1[cH:46][cH:47][c:48]([P:49]([Pd:50]([P:51]([c:52]2[cH:53][cH:54][cH:55][cH:56][cH:57]2)([c:58]2[cH:59][cH:60][cH:61][cH:62][cH:63]2)[c:64]2[cH:65][cH:66][cH:67][cH:68][cH:69]2)([P:70]([c:71]2[cH:72][cH:73][cH:74][cH:75][cH:76]2)([c:77]2[cH:78][cH:79][cH:80][cH:81][cH:82]2)[c:83]2[cH:84][cH:85][cH:86][cH:87][cH:88]2)[P:89]([c:90]2[cH:91][cH:92][cH:93][cH:94][cH:95]2)([c:96]2[cH:97][cH:98][cH:99][cH:100][cH:101]2)[c:102]2[cH:103][cH:104][cH:105][cH:106][cH:107]2)([c:108]2[cH:109][cH:110][cH:111][cH:112][cH:113]2)[c:114]2[cH:115][cH:116][cH:117][cH:118][cH:119]2)[cH:120][cH:121]1>>[CH3:1][c:2]1[cH:3][c:4]([OH:17])[cH:5][cH:6][c:7]1-[c:24]1[cH:23][c:22]([CH3:28])[c:21]([C:20]([O:19][CH3:18])=[O:29])[cH:26][cH:25]1. Starting materials: O(C(=O)OC(C)(C)C)C(=O)OC(C)(C)C ((BOC)2O), Cl (HCl), C1(CC1)N (cyclopropylamine), BrC(C(=O)O)C ((+)-2-bromo-propionic acid), C([O-])(O)=O.[Na+] (sodium bicarbonate). Run in O (water). Conditions: time 48 hour. The product is C(C)(C)(C)OC(=O)N([C@H](C(=O)O)C)C1CC1 ((S)-2-(tert-Butoxycarbonyl-cyclopropyl-amino)-propionic acid). As a reaction SMILES: [CH:1]1([NH2:4])[CH2:3][CH2:2]1.Br[CH:6]([CH3:10])[C:7]([OH:9])=[O:8].C(=O)(O)[O-].[Na+].[O:16](C(OC(C)(C)C)=O)[C:17]([O:19][C:20]([CH3:23])([CH3:22])[CH3:21])=O.Cl>O>[C:20]([O:19][C:17]([N:4]([CH:1]1[CH2:3][CH2:2]1)[C@@H:6]([CH3:10])[C:7]([OH:9])=[O:8])=[O:16])([CH3:23])([CH3:22])[CH3:21] |f:2.3|. Reported procedure: To a solution of 1.5 ml (21.5 mmol, 3.85 eq) of cyclopropylamine in 1 ml of water are added 0.5 ml (5.57 mmol, 1 eq) of (+)-2-bromo-propionic acid. 2 ml of saturated sodium bicarbonate are added after 2 h, and the reaction mixture is stirred for 48 h and then concentrated. The residue is dissolved in 5 ml of 1 N sodium hydroxide and 5 ml of THF. 1.00 g (4.58 mmol, 0.82 eq) of (BOC)2O is added, and the reaction mixture is stirred for 48 h and then acidified with 1 N HCl, until the pH is acidic. T...